Dataset: the Open Reaction Database (ORD), a public repository of structured organic reaction records. Task: describe an organic reaction: reactants, conditions, products, and yield Reactants: NC1=NNC2=NC(=C(C=C21)C2=NC(=NC=C2)SC)C2=CC(=CC=C2)C(F)(F)F (3-Amino-5-[2-(methylsulfanyl)pyrimidin-4-yl]-6-[3-(trifluoromethyl)phenyl]-1H-pyrazolo[3,4-b]pyridine), ClC(=O)OCC1=CC=CC=C1 (benzyl chloroformate). Yields the product C(C1=CC=CC=C1)OC(=O)NC1=NNC2=NC(=C(C=C21)C2=NC(=NC=C2)SC)C2=CC(=CC=C2)C(F)(F)F (N-Benzyloxycarbonyl-[5-(2-methylsulfanylpyrimidin-4-yl)-6-(3-trifluoromethylphenyl)-1H-pyrazolo[3,4-b]pyridin-3-yl]amine). As a reaction SMILES: [NH2:1][C:2]1[C:10]2[C:5](=[N:6][C:7]([C:19]3[CH:24]=[CH:23][CH:22]=[C:21]([C:25]([F:28])([F:27])[F:26])[CH:20]=3)=[C:8]([C:11]3[CH:16]=[CH:15][N:14]=[C:13]([S:17][CH3:18])[N:12]=3)[CH:9]=2)[NH:4][N:3]=1.Cl[C:30]([O:32][CH2:33][C:34]1[CH:39]=[CH:38][CH:37]=[CH:36][CH:35]=1)=[O:31]>>[CH2:33]([O:32][C:30]([NH:1][C:2]1[C:10]2[C:5](=[N:6][C:7]([C:19]3[CH:24]=[CH:23][CH:22]=[C:21]([C:25]([F:28])([F:27])[F:26])[CH:20]=3)=[C:8]([C:11]3[CH:16]=[CH:15][N:14]=[C:13]([S:17][CH3:18])[N:12]=3)[CH:9]=2)[NH:4][N:3]=1)=[O:31])[C:34]1[CH:39]=[CH:38][CH:37]=[CH:36][CH:35]=1. Reported procedure: Following a similar procedure to that described in example 245, but starting from 3-amino-5-[2-(methylsulfanyl)pyrimidin-4-yl]-6-[3-(trifluoromethyl)phenyl]-1H-pyrazolo[3,4-b]pyridine (obtained in example 123) and benzyl chloroformate, the desired compound was obtained.